This data is from the Open Reaction Database (ORD), a public repository of structured organic reaction records. The task is: describe an organic reaction: reactants, conditions, products, and yield Reactants: ClC1=CC=C(C(=O)Cl)C=C1 (ρ-chlorobenzoyl chloride), ice hydrochloric acid, 21.8, C(C)OC(=O)C1=C(N(C=C1CC)C)CC(=O)OCC (ethyl 3-ethoxycarbonyl-4-ethyl-1-methylpyrrole-2-acetate), [Cl-].[Al+3].[Cl-].[Cl-] (aluminum chloride). The solvent is ClCCCl (1,2-dichloroethane). Reaction conditions: time 10 hour. Product: ClC1=CC=C(C(=O)C2=C(C(=C(N2C)CC(=O)OCC)C(=O)OCC)CC)C=C1 (ethyl (5-ρ-chlorobenzoyl)-3-ethoxycarbonyl-4-ethyl-1-methylpyrrole-2-acetate). RXN SMILES: [Cl:1][C:2]1[CH:10]=[CH:9][C:5]([C:6](Cl)=[O:7])=[CH:4][CH:3]=1.[Cl-].[Al+3].[Cl-].[Cl-].[CH2:15]([O:17][C:18]([C:20]1[C:24]([CH2:25][CH3:26])=[CH:23][N:22]([CH3:27])[C:21]=1[CH2:28][C:29]([O:31][CH2:32][CH3:33])=[O:30])=[O:19])[CH3:16]>ClCCCl>[Cl:1][C:2]1[CH:10]=[CH:9][C:5]([C:6]([C:23]2[N:22]([CH3:27])[C:21]([CH2:28][C:29]([O:31][CH2:32][CH3:33])=[O:30])=[C:20]([C:18]([O:17][CH2:15][CH3:16])=[O:19])[C:24]=2[CH2:25][CH3:26])=[O:7])=[CH:4][CH:3]=1 |f:1.2.3.4|. Procedure details: A solution of 13.8 g. (0.0788 mole) of ρ-chlorobenzoyl chloride and 10.5 g. (0.0788 mole) of aluminum chloride in 120 ml. of 1,2-dichloroethane is added to a refluxing soluton of 21.8 (0.0788 mole) of ethyl 3-ethoxycarbonyl-4-ethyl-1-methylpyrrole-2-acetate. The mixture is heated under reflux for 10 hours and stirred at room temperature for an additional 10 hours. It is then poured into ice-hydrochloric acid. The organic layer is separated and the aqueous layer washed with 1,2-dichloroethane. Th... Starting materials: ClC1=C(C=C(C=C1)C1(N(C(SC1)=NC)C)O)S(NCC1=C(C=CC=C1)Cl)(=O)=O (4-(4-chloro-3-o-chlorobenzylsulfamoylphenyl)-3-methyl-2-methylimino-1,3-thiazolidine-4-ol), Cl (HCl). RXN SMILES: [Cl:1][C:2]1[CH:7]=[CH:6][C:5]([C:8]2([OH:16])[CH2:12][S:11][C:10](=[N:13][CH3:14])[N:9]2[CH3:15])=[CH:4][C:3]=1[S:17](=[O:28])(=[O:27])[NH:18][CH2:19][C:20]1[CH:25]=[CH:24][CH:23]=[CH:22][C:21]=1[Cl:26].Cl>>[ClH:1].[Cl:1][C:2]1[CH:7]=[CH:6][C:5]([C:8]2([OH:16])[CH2:12][S:11][C:10](=[N:13][CH3:14])[N:9]2[CH3:15])=[CH:4][C:3]=1[S:17](=[O:28])(=[O:27])[NH:18][CH2:19][C:20]1[CH:25]=[CH:24][CH:23]=[CH:22][C:21]=1[Cl:26] |f:2.3|. Yields the product Cl.ClC1=C(C=C(C=C1)C1(N(C(SC1)=NC)C)O)S(NCC1=C(C=CC=C1)Cl)(=O)=O (4-(4-Chloro-3-o-chlorobenzylsulfamoylphenyl)-3-methyl-2-methylimino-1,3-thiazolidine-4-ol-hydrochloride). Reported procedure: 8 g of 4-(4-chloro-3-o-chlorobenzylsulfamoylphenyl)-3-methyl-2-methylimino-1,3-thiazolidine-4-ol were reacted as prescribed in Example 3c) with ethanolic HCl solution and the end product was precipitated by adding ethyl acetate. Colorless crystals, melting point: 170° C (decomposition). Reactants: CC(C)(C)[Si](Oc1ccc(OCC(O)CNCCc2ccc(OC3CCN(C(=O)NCc4ccc(F)cc4)CC3)cc2)cc1)(c1ccccc1)c1ccccc1, CO, ClC(Cl)Cl. Yields the product O=C(NCc1ccc(F)cc1)N1CCC(Oc2ccc(CCNCC(O)COc3ccc(O)cc3)cc2)CC1. As a reaction SMILES: [C:1]([Si:2]([c:3]1[cH:4][cH:5][cH:45][cH:46][cH:47]1)([O:6][c:7]1[cH:8][cH:9][c:10]([O:11][CH2:12][CH:13]([CH2:14][NH:15][CH2:16][CH2:17][c:18]2[cH:19][cH:20][c:21]([O:22][CH:23]3[CH2:24][CH2:25][N:26]([C:29](=[O:30])[NH:31][CH2:32][c:33]4[cH:34][cH:35][c:36]([F:39])[cH:37][cH:38]4)[CH2:27][CH2:28]3)[cH:40][cH:41]2)[OH:42])[cH:43][cH:44]1)[c:48]1[cH:49][cH:50][cH:51][cH:52][cH:53]1)([CH3:54])([CH3:55])[CH3:56].[CH3:57][OH:58].[CH:59]([Cl:60])([Cl:61])[Cl:62]>>[OH:6][c:7]1[cH:8][cH:9][c:10]([O:11][CH2:12][CH:13]([CH2:14][NH:15][CH2:16][CH2:17][c:18]2[cH:19][cH:20][c:21]([O:22][CH:23]3[CH2:24][CH2:25][N:26]([C:29](=[O:30])[NH:31][CH2:32][c:33]4[cH:34][cH:35][c:36]([F:39])[cH:37][cH:38]4)[CH2:27][CH2:28]3)[cH:40][cH:41]2)[OH:42])[cH:43][cH:44]1. The reactants are ClC(COC(NC=1N(N=C(C1)C(C)(C)C)C1=CC=C(C=C1)CO)=O)(Cl)Cl ([5-tert-Butyl-2-(4-hydroxymethyl-phenyl)-2H-pyrazol-3-yl]-carbamic acid 2,2,2-trichloro-ethyl ester), C[C@@H]1N(CCCC1)C1=NN=C2N1C=C(C=C2)O[C@@H]2CC[C@@H](C1=CC=CC=C21)N ((1S,4R)-4-[3-((S)-2-Methyl-piperidin-1-yl)-[1,2,4]triazolo[4,3-a]pyridin-6-yloxy]-1,2,3,4-tetrahydro-naphthalen-1-ylamine), CCN(C(C)C)C(C)C (DIPEA). The solvent is O1CCOCC1 (dioxane), C(Cl)Cl (DCM). Run at time 5 hour. Yields the product ClCCl.C(C)(C)(C)C=1C=C(N(N1)C1=CC=C(C=C1)CO)NC(=O)N[C@H]1CC[C@H](C2=CC=CC=C12)OC=1C=CC=2N(C1)C(=NN2)N2[C@H](CCCC2)C (1-[5-tert-Butyl-2-(4-hydroxymethyl-phenyl)-2H-pyrazol-3-yl]-3-{(1S,4R)-4-[3-((S)-2-methyl-piperidin-1-yl)-[1,2,4]triazolo[4,3-a]pyridin-6-yloxy]-1,2,3,4-tetrahydro-naphthalen-1-yl}-urea dichloromethane). The yield is 86.5%. RXN SMILES: [Cl:1][C:2](Cl)([Cl:25])CO[C:5](=[O:24])[NH:6][C:7]1[N:8]([C:16]2[CH:21]=[CH:20][C:19]([CH2:22][OH:23])=[CH:18][CH:17]=2)[N:9]=[C:10]([C:12]([CH3:15])([CH3:14])[CH3:13])[CH:11]=1.[CH3:27][C@H:28]1[CH2:33][CH2:32][CH2:31][CH2:30][N:29]1[C:34]1[N:38]2[CH:39]=[C:40]([O:43][C@H:44]3[C:53]4[C:48](=[CH:49][CH:50]=[CH:51][CH:52]=4)[C@@H:47]([NH2:54])[CH2:46][CH2:45]3)[CH:41]=[CH:42][C:37]2=[N:36][N:35]=1.CCN(C(C)C)C(C)C>O1CCOCC1.C(Cl)Cl>[Cl:1][CH2:2][Cl:25].[C:12]([C:10]1[CH:11]=[C:7]([NH:6][C:5]([NH:54][C@@H:47]2[C:48]3[C:53](=[CH:52][CH:51]=[CH:50][CH:49]=3)[C@H:44]([O:43][C:40]3[CH:41]=[CH:42][C:37]4[N:38]([C:34]([N:29]5[CH2:30][CH2:31][CH2:32][CH2:33][C@@H:28]5[CH3:27])=[N:35][N:36]=4)[CH:39]=3)[CH2:45][CH2:46]2)=[O:24])[N:8]([C:16]2[CH:21]=[CH:20][C:19]([CH2:22][OH:23])=[CH:18][CH:17]=2)[N:9]=1)([CH3:13])([CH3:14])[CH3:15] |f:5.6|. Procedure details: A red-brown solution of Intermediate 33a (883 mg, 2.10 mmol), Intermediate 81d (755 mg, 2.00 mmol) and DIPEA (0.44 mL, 2.5 mmol) in dry dioxane (20 mL) was stirred at 70° C. for 16 h, and at 80° C. for 5 h. The cooled solution was concentrated in vacuo, suspended in water (15 mL) and extracted with DCM (2×15 mL). The combined organics were passed through a hydrophobic frit and concentrated in vacuo to leave a brown oil. Flash chromatography (silica 80 g, 4-8% MeOH in DCM) gave the title compound...